This data is from the Open Reaction Database (ORD), a public repository of structured organic reaction records. The task is: describe an organic reaction: reactants, conditions, products, and yield The reactants are CN(CC(CO)O)C (3-(dimethylamino)-l,2-propanediol), CC(C)([O-])C.[K+] (potassium tert-butoxide), CCCCCCCC/C=C\CCCCCCCCOCC(C[N+](C)(C)C)OCCCCCCCC/C=C\CCCCCCCC.[Cl-] (DOTMA). Solvent: C=1(C(=CC=CC1)C)C (xylene). Reaction conditions: time 30 minute. The product is C(CCCCCCC\C=C/CCCCCCCC)OC(CN(C)C)COCCCCCCCC\C=C/CCCCCCCC (2,3-dioleyloxyl(dimethylamino)propane). RXN SMILES: [CH3:1][CH2:2][CH2:3][CH2:4][CH2:5][CH2:6][CH2:7][CH2:8]/[CH:9]=[CH:10]\[CH2:11][CH2:12][CH2:13][CH2:14][CH2:15][CH2:16][CH2:17][CH2:18][O:19][CH2:20][CH:21]([O:27][CH2:28][CH2:29][CH2:30][CH2:31][CH2:32][CH2:33][CH2:34][CH2:35]/[CH:36]=[CH:37]\[CH2:38][CH2:39][CH2:40][CH2:41][CH2:42][CH2:43][CH2:44][CH3:45])[CH2:22][N+:23](C)([CH3:25])[CH3:24].[Cl-].CN(C)CC(O)CO.CC(C)([O-])C.[K+]>C1(C)C(C)=CC=CC=1>[CH2:28]([O:27][CH:21]([CH2:20][O:19][CH2:18][CH2:17][CH2:16][CH2:15][CH2:14][CH2:13][CH2:12][CH2:11]/[CH:10]=[CH:9]\[CH2:8][CH2:7][CH2:6][CH2:5][CH2:4][CH2:3][CH2:2][CH3:1])[CH2:22][N:23]([CH3:25])[CH3:24])[CH2:29][CH2:30][CH2:31][CH2:32][CH2:33][CH2:34][CH2:35]/[CH:36]=[CH:37]\[CH2:38][CH2:39][CH2:40][CH2:41][CH2:42][CH2:43][CH2:44][CH3:45] |f:0.1,3.4|. Procedure: DOTMA may be prepared according to the following protocol: A mixture of 3-(dimethylamino)-l,2-propanediol (Aldrich; 1.19 g, 10 mmol), potassium tert-butoxide (3.36 g, 30 mmol), and oleyl ptoluenesulfonate (12.7 g, 30 mmol) in xylene (50 ml) was stirred at room temperature and reduced pressure (30 torr; 1 torr=133 Pa) for 30 min and then was heated to 50° C. with stirring for an additional 15 min. The reaction vessel was purged with nitrogen, and the mixture was heated to reflux (≈140° C.) for 3 ... Reactants: COC(=O)C(CC1CCCC1)n1ncc(Oc2ncccc2F)cc1=O, Cl. The product is O=C(O)C(CC1CCCC1)n1ncc(Oc2ncccc2F)cc1=O. RXN SMILES: [CH3:1][O:2][C:3]([CH:4]([CH2:5][CH:6]1[CH2:7][CH2:8][CH2:9][CH2:10]1)[n:11]1[n:12][cH:13][c:14]([O:18][c:19]2[n:20][cH:21][cH:22][cH:23][c:24]2[F:25])[cH:15][c:16]1=[O:17])=[O:26].[ClH:27]>>[O:2]=[C:3]([CH:4]([CH2:5][CH:6]1[CH2:7][CH2:8][CH2:9][CH2:10]1)[n:11]1[n:12][cH:13][c:14]([O:18][c:19]2[n:20][cH:21][cH:22][cH:23][c:24]2[F:25])[cH:15][c:16]1=[O:17])[OH:26]. The reactants are C[Si](C)(C)I, CO, CC#N, CC(C)N1CC2N(C(=O)C(NC(=O)OCc3ccccc3)CN2S(=O)(=O)c2ccc(Cl)cc2Cl)C(Cc2ccc(Cl)cc2)C1=O. The product is CC(C)N1CC2N(C(=O)C(N)CN2S(=O)(=O)c2ccc(Cl)cc2Cl)C(Cc2ccc(Cl)cc2)C1=O. As a reaction SMILES: [CH3:1][Si:2]([I:3])([CH3:4])[CH3:5].[CH3:51][OH:52].[CH3:53][C:54]#[N:55].[Cl:6][c:7]1[cH:8][cH:9][c:10]([CH2:11][CH:12]2[C:13](=[O:48])[N:14]([CH:45]([CH3:46])[CH3:47])[CH2:15][CH:16]3[N:17]2[C:18](=[O:44])[CH:19]([NH:33][C:34](=[O:35])[O:36][CH2:37][c:38]2[cH:39][cH:40][cH:41][cH:42][cH:43]2)[CH2:20][N:21]3[S:22](=[O:23])(=[O:24])[c:25]2[c:26]([Cl:32])[cH:27][c:28]([Cl:31])[cH:29][cH:30]2)[cH:49][cH:50]1>>[Cl:6][c:7]1[cH:8][cH:9][c:10]([CH2:11][CH:12]2[C:13](=[O:48])[N:14]([CH:45]([CH3:46])[CH3:47])[CH2:15][CH:16]3[N:17]2[C:18](=[O:44])[CH:19]([NH2:33])[CH2:20][N:21]3[S:22](=[O:23])(=[O:24])[c:25]2[c:26]([Cl:32])[cH:27][c:28]([Cl:31])[cH:29][cH:30]2)[cH:49][cH:50]1. Starting materials: Cl (Hydrochloric acid), C(CCCCCCCCC)N(C=O)C1=C(C=CC=C1)COC(NCCCN(C)C)=O (N-decyl-[2-[[N-[3-(dimethylamino)propyl]carbamoyloxy]methyl]phenyl]formamide). The solvent is C(C)(=O)OCC (ethyl acetate), C(C)(=O)OCC (ethyl acetate). Reaction conditions: time 10 minute. Yields the product Cl.C(CCCCCCCCC)N(C=O)C1=C(C=CC=C1)COC(NCCCN(C)C)=O (N-Decyl-[2-[[N-[3-(dimethylamino)propyl]carbamoyloxy]methyl]phenyl]formamide hydrochloride). As a reaction SMILES: [ClH:1].[CH2:2]([N:12]([C:15]1[CH:20]=[CH:19][CH:18]=[CH:17][C:16]=1[CH2:21][O:22][C:23](=[O:31])[NH:24][CH2:25][CH2:26][CH2:27][N:28]([CH3:30])[CH3:29])[CH:13]=[O:14])[CH2:3][CH2:4][CH2:5][CH2:6][CH2:7][CH2:8][CH2:9][CH2:10][CH3:11]>C(OCC)(=O)C>[ClH:1].[CH2:2]([N:12]([C:15]1[CH:20]=[CH:19][CH:18]=[CH:17][C:16]=1[CH2:21][O:22][C:23](=[O:31])[NH:24][CH2:25][CH2:26][CH2:27][N:28]([CH3:30])[CH3:29])[CH:13]=[O:14])[CH2:3][CH2:4][CH2:5][CH2:6][CH2:7][CH2:8][CH2:9][CH2:10][CH3:11] |f:3.4|. Procedure: 4N Hydrochloric acid--ethyl acetate solution (0.14 ml) was added to a solution of N-decyl-[2-[[N-[3-(dimethylamino)propyl]carbamoyloxy]methyl]phenyl]formamide (0.200 g) in ethyl acetate (2 ml) at room temperature. After being stirred for 10 minutes, the reaction mixture was concentrated, thereby yielding 0.209 g of the aimed compound as white syrup.